This data is from the Open Reaction Database (ORD), a public repository of structured organic reaction records. The task is: describe an organic reaction: reactants, conditions, products, and yield The reactants are [Cl-].[NH4+] (ammonium chloride), ClC1=C(C=CC(=C1)F)NS(=O)(=O)C1CCC(C=C1C(=O)OCC)=O (Ethyl 6-[N-(2-chloro-4-fluorophenyl)sulfamoyl]-3-oxo-1-cyclohexene-1-carboxylate), BrCBr (dibromomethane), C(CCC)[Li].CCCCCC (n-butyllithium hexane). Run in O1CCCC1 (tetrahydrofuran). Run at time 4 hour. The product is ClC1=C(C=CC(=C1)F)NS(=O)(=O)C1C(=CC2(CO2)CC1)C(=O)OCC (Ethyl 6-[N-(2-chloro-4-fluorophenyl)sulfamoyl]-1-oxaspiro[2.5]oct-4-ene-5-carboxylate). Yield: 13.5%. RXN SMILES: [Cl:1][C:2]1[CH:7]=[C:6]([F:8])[CH:5]=[CH:4][C:3]=1[NH:9][S:10]([CH:13]1[C:18]([C:19]([O:21][CH2:22][CH3:23])=[O:20])=[CH:17][C:16](=[O:24])[CH2:15][CH2:14]1)(=[O:12])=[O:11].Br[CH2:26]Br.C([Li])CCC.CCCCCC.[Cl-].[NH4+]>O1CCCC1>[Cl:1][C:2]1[CH:7]=[C:6]([F:8])[CH:5]=[CH:4][C:3]=1[NH:9][S:10]([CH:13]1[CH2:14][CH2:15][C:16]2([O:24][CH2:26]2)[CH:17]=[C:18]1[C:19]([O:21][CH2:22][CH3:23])=[O:20])(=[O:12])=[O:11] |f:2.3,4.5|. Reported procedure: 50 mg (0.133 mmol) of ethyl 6-[1-(2-chloro-4-fluorophenyl)sulfamoyl]-3-oxo-1-cyclohexene-1-carboxylate obtained in Example 7 and 0.01 ml (0.146 mmol) of dibromomethane were dissolved in 1 ml of tetrahydrofuran, and 0.18 ml (0.279 mmol) of n-butyllithium/hexane solution (1.58 M) was added dropwise thereto at −78° C., followed by stirring at room temperature for 4 hours. After the reaction solution was cooled with ice, a saturated aqueous ammonium chloride solution was added and the mixture was ex... Starting materials: ClC1=C(OC2CN(C2)C(=O)Cl)C=CC=C1 (3-(2-chlorophenoxy)-1-azetidinecarbonyl chloride), CN (monomethylamine). Solvent: O (water), O1CCCC1 (tetrahydrofuran). Conditions: time 16 hour. Product: ClC1=C(OC2CN(C2)C(=O)NC)C=CC=C1 (3-(2-Chlorophenoxy)-N-methyl-1-azetidinecarboxamide). Reaction SMILES: [Cl:1][C:2]1[CH:15]=[CH:14][CH:13]=[CH:12][C:3]=1[O:4][CH:5]1[CH2:8][N:7]([C:9](Cl)=[O:10])[CH2:6]1.[CH3:16][NH2:17]>O1CCCC1.O>[Cl:1][C:2]1[CH:15]=[CH:14][CH:13]=[CH:12][C:3]=1[O:4][CH:5]1[CH2:8][N:7]([C:9]([NH:17][CH3:16])=[O:10])[CH2:6]1. Reported procedure: A stirred solution of 4.5 g (0.018 mol) of 3-(2-chlorophenoxy)-1-azetidinecarbonyl chloride in 20 ml of tetrahydrofuran was treated with 4 ml (0.05 mol) of 40% aqueous monomethylamine and stirred for 16 h. The reaction mixture was diluted with 200 ml of water and the precipitated product collected by filtration (4.3 g). The crude product was recrystallized from benzene/ligroin yielding 3.9 g (90.0%) of fine white crystals, mp 129.5°-131.5° C. Reactants: C=CCC(CC=C)OC(=O)c1ccccc1, Cc1ccccc1, C1CCC(P(C2CCCCC2)C2CCCCC2)CC1, C#Cc1ccccc1. Product: O=C(OC1CC=CC1)c1ccccc1. As a reaction SMILES: [C:28]([c:29]1[cH:30][cH:31][cH:32][cH:33][cH:34]1)(=[O:35])[O:36][CH:37]([CH2:38][CH:39]=[CH2:40])[CH2:41][CH:42]=[CH2:43].[CH3:44][c:45]1[cH:46][cH:47][cH:48][cH:49][cH:50]1.[CH:1]1([P:2]([CH:3]2[CH2:4][CH2:5][CH2:6][CH2:7][CH2:8]2)[CH:9]2[CH2:10][CH2:11][CH2:12][CH2:13][CH2:14]2)[CH2:15][CH2:16][CH2:17][CH2:18][CH2:19]1.[c:20]1([C:21]#[CH:22])[cH:23][cH:24][cH:25][cH:26][cH:27]1>>[C:28]([c:29]1[cH:30][cH:31][cH:32][cH:33][cH:34]1)(=[O:35])[O:36][CH:37]1[CH2:38][CH:43]=[CH:42][CH2:41]1. The reactants are COc1cnc2ccc(=O)n(CC=O)c2c1, CO, ClC(Cl)Cl, [Na+], O=C([O-])O, CC(C)(C)OC(=O)N(Cc1cc2c(cn1)OCCO2)C1CCNCC1. Yields the product COc1cnc2ccc(=O)n(CCN3CCC(N(Cc4cc5c(cn4)OCCO5)C(=O)OC(C)(C)C)CC3)c2c1. RXN SMILES: [CH3:1][O:2][c:3]1[cH:4][n:5][c:6]2[cH:7][cH:8][c:9](=[O:16])[n:10]([CH2:13][CH:14]=[O:15])[c:11]2[cH:12]1.[CH3:42][OH:43].[CH:49]([Cl:50])([Cl:51])[Cl:52].[Na+:48].[O-:44][C:45]([OH:46])=[O:47].[O:17]1[CH2:18][CH2:19][O:20][c:21]2[cH:22][n:23][c:24]([CH2:27][N:28]([C:29]([O:30][C:31]([CH3:32])([CH3:33])[CH3:34])=[O:35])[CH:36]3[CH2:37][CH2:38][NH:39][CH2:40][CH2:41]3)[cH:25][c:26]21>>[CH3:1][O:2][c:3]1[cH:4][n:5][c:6]2[cH:7][cH:8][c:9](=[O:16])[n:10]([CH2:13][CH2:14][N:39]3[CH2:38][CH2:37][CH:36]([N:28]([CH2:27][c:24]4[n:23][cH:22][c:21]5[c:26]([cH:25]4)[O:17][CH2:18][CH2:19][O:20]5)[C:29]([O:30][C:31]([CH3:32])([CH3:33])[CH3:34])=[O:35])[CH2:41][CH2:40]3)[c:11]2[cH:12]1.